describe an organic reaction: reactants, conditions, products, and yield From a dataset of the Open Reaction Database (ORD), a public repository of structured organic reaction records. The reactants are [BH4-], COC(C)(C)C, [Li+], [Na+], COC(=O)c1cccc2c1N(COCC[Si](C)(C)C)C(=O)CCC2, C1CCOC1, O=C([O-])O. Product: C[Si](C)(C)CCOCN1C(=O)CCCc2cccc(CO)c21. RXN SMILES: [BH4-:25].[CH3:32][O:33][C:34]([CH3:35])([CH3:36])[CH3:37].[Li+:26].[Na+:27].[O:1]=[C:2]1[CH2:3][CH2:4][CH2:5][c:6]2[c:7]([c:17]([C:21](=[O:22])[O:23][CH3:24])[cH:18][cH:19][cH:20]2)[N:8]1[CH2:9][O:10][CH2:11][CH2:12][Si:13]([CH3:14])([CH3:15])[CH3:16].[O:38]1[CH2:39][CH2:40][CH2:41][CH2:42]1.[OH:28][C:29](=[O:30])[O-:31]>>[O:1]=[C:2]1[CH2:3][CH2:4][CH2:5][c:6]2[c:7]([c:17]([CH2:21][OH:22])[cH:18][cH:19][cH:20]2)[N:8]1[CH2:9][O:10][CH2:11][CH2:12][Si:13]([CH3:14])([CH3:15])[CH3:16]. Reactants: COCCN1CCc2ccc(N)cc2CC1, CNC(=O)C1CCCC1Nc1nc(Cl)ncc1Cl, CC(C)O, CC1(C)C2CCC1(CS(=O)(=O)O)C(=O)C2. The product is CNC(=O)C1CCCC1Nc1nc(Nc2ccc3c(c2)CCN(CCOC)CC3)ncc1Cl. Reaction SMILES: [CH3:19][O:20][CH2:21][CH2:22][N:23]1[CH2:24][CH2:25][c:26]2[c:27]([cH:30][c:31]([NH2:34])[cH:32][cH:33]2)[CH2:28][CH2:29]1.[CH3:1][NH:2][C:3](=[O:4])[CH:5]1[CH:6]([NH:10][c:11]2[n:12][c:13]([Cl:18])[n:14][cH:15][c:16]2[Cl:17])[CH2:7][CH2:8][CH2:9]1.[CH:50]([OH:51])([CH3:52])[CH3:53].[O:35]=[S:36](=[O:37])([OH:38])[CH2:39][C:40]12[CH2:41][CH2:42][CH:43]([C:44]1([CH3:45])[CH3:46])[CH2:47][C:48]2=[O:49]>>[CH3:1][NH:2][C:3](=[O:4])[CH:5]1[CH:6]([NH:10][c:11]2[n:12][c:13]([NH:34][c:31]3[cH:30][c:27]4[c:26]([cH:33][cH:32]3)[CH2:25][CH2:24][N:23]([CH2:22][CH2:21][O:20][CH3:19])[CH2:29][CH2:28]4)[n:14][cH:15][c:16]2[Cl:17])[CH2:7][CH2:8][CH2:9]1. The reactants are O=C([O-])[O-], C[Si](C)(C)[N-][Si](C)(C)C, CN(C)C(=O)c1cc(Cl)ccn1, CN(C)C=O, [K+], [K+], [K+], Nc1ccc(O)cc1[N+](=O)[O-]. The product is CN(C)C(=O)c1cc(Oc2ccc(N)c([N+](=O)[O-])c2)ccn1. Reaction SMILES: [C:34](=[O:35])([O-:36])[O-:37].[CH3:12][Si:13]([N-:14][Si:15]([CH3:16])([CH3:17])[CH3:18])([CH3:19])[CH3:20].[CH3:22][N:23]([C:24](=[O:25])[c:26]1[n:27][cH:28][cH:29][c:30]([Cl:32])[cH:31]1)[CH3:33].[CH3:40][N:41]([CH3:42])[CH:43]=[O:44].[K+:21].[K+:38].[K+:39].[NH2:1][c:2]1[c:3]([N+:9](=[O:10])[O-:11])[cH:4][c:5]([OH:8])[cH:6][cH:7]1>>[NH2:1][c:2]1[c:3]([N+:9](=[O:10])[O-:11])[cH:4][c:5]([O:8][c:30]2[cH:29][cH:28][n:27][c:26]([C:24]([N:23]([CH3:22])[CH3:33])=[O:25])[cH:31]2)[cH:6][cH:7]1. The reactants are ClC1=C(C=CC=C1)C1=CC=C(C(=N1)NC(=O)C=1N(N=C(C1Cl)C(C)(C)C)C)[N+](=O)[O-] (5-tert-butyl-4-chloro-2-methyl-2H-pyrazole-3-carboxylic acid [6-(2-chloro-phenyl)-3-nitro-pyridin-2-yl]-amide). Reagents/catalysts: [Fe] (iron). The solvent is C(C)(=O)O (acetic acid). Conditions: temperature 100 celsius, time 10 minute. Product: C(C)(C)(C)C=1C(=C(N(N1)C)C=1NC=2C(=NC(=CC2)C2=C(C=CC=C2)Cl)N1)Cl (2-(5-tert-butyl-4-chloro-2-methyl-2H-pyrazol-3-yl)-5-(2-chloro-phenyl)-1H-imidazo[4,5-b]pyridine). Reaction SMILES: [Cl:1][C:2]1[CH:7]=[CH:6][CH:5]=[CH:4][C:3]=1[C:8]1[N:13]=[C:12]([NH:14][C:15]([C:17]2[N:18]([CH3:27])[N:19]=[C:20]([C:23]([CH3:26])([CH3:25])[CH3:24])[C:21]=2[Cl:22])=O)[C:11]([N+:28]([O-])=O)=[CH:10][CH:9]=1>C(O)(=O)C.[Fe]>[C:23]([C:20]1[C:21]([Cl:22])=[C:17]([C:15]2[NH:28][C:11]3[C:12]([N:14]=2)=[N:13][C:8]([C:3]2[CH:4]=[CH:5][CH:6]=[CH:7][C:2]=2[Cl:1])=[CH:9][CH:10]=3)[N:18]([CH3:27])[N:19]=1)([CH3:26])([CH3:25])[CH3:24]. Procedure details: A solution of 5-tert-butyl-4-chloro-2-methyl-2H-pyrazole-3-carboxylic acid [6-(2-chloro-phenyl)-3-nitro-pyridin-2-yl]-amide (157 mg, 0.350 mmol, prepared as described in the previous step) in acetic acid (5 mL) was treated with iron powder (97.8 mg, 1.75 mmol) and heated to 100° C. for 3 h. The cooled mixture then was concentrated in vacuo, taken up in water (50 mL) and extracted twice with EtOAc (50 mL). The combined extracts were dried over MgSO4 and concentrated in vacuo. The residue was puri... Reactants: CC1(C2CCC(C1C2)C(C=O)C)C (2-(6,6-Dimethylbicyclo[3.1.1]hept-2-yl)propanal), CC(C)([O-])C.[K+] (potassium t-butoxide), C(C(C)=C)Cl (methallyl chloride), crude product. Solvent: CN(C)C=O (DMF), CN(C)C=O (DMF), CN(C)C=O (DMF). The product is CC(C=O)(CC(=C)C)C1C2C(C(CC1)C2)(C)C (2,4-Dimethyl-2-(6,6-dimethylbicyclo[3.1.1]hept-2-yl)-4-pentenal). The yield is 72.4%. RXN SMILES: [CH3:1][C:2]1([CH3:13])[CH:7]2[CH2:8][CH:3]1[CH2:4][CH2:5][CH:6]2[CH:9]([CH3:12])[CH:10]=[O:11].[CH3:14][C:15]([CH3:18])([O-])[CH3:16].[K+].C(Cl)C(=C)C>CN(C=O)C>[CH3:12][C:9]([CH:6]1[CH2:5][CH2:4][CH:3]2[CH2:8][CH:7]1[C:2]2([CH3:13])[CH3:1])([CH2:16][C:15]([CH3:18])=[CH2:14])[CH:10]=[O:11] |f:1.2|. Procedure: In a similar manner to Example 6, 100 g of the aldehyde from Example 58 at a purity of 85% (0.47 mole) in 75 ml of DMF, 82 g of potassium t-butoxide (0.69 mole) in 500 ml of DMF, and 78 g of methallyl chloride (0.86 mole) in 50 ml of DMF were reacted in the usual way. In this way 116.2 g of crude O- and C-alkylates (58.1:33.8) were obtained. The crude product was heated at 165°-170° C. for 2 hours. The crude aldehyde was distilled to afford 94.1 g of purified product (85% yield). BP 85° C./0.05 ... Starting materials: CO, O=[N+]([O-])c1ccc(C(F)(F)F)c(F)c1. Yields the product Nc1ccc(C(F)(F)F)c(F)c1. RXN SMILES: [CH3:15][OH:16].[F:1][c:2]1[c:3]([C:11]([F:12])([F:13])[F:14])[cH:4][cH:5][c:6]([N+:8]([O-:9])=[O:10])[cH:7]1>>[F:1][c:2]1[c:3]([C:11]([F:12])([F:13])[F:14])[cH:4][cH:5][c:6]([NH2:8])[cH:7]1.